Dataset: the Open Reaction Database (ORD), a public repository of structured organic reaction records. Task: describe an organic reaction: reactants, conditions, products, and yield The reactants are ClC1=NC(=NC(=C1)Cl)N[C@H](COC)C ((S)-4,6-dichloro-N-(1-methoxypropan-2-yl)pyrimidin-2-amine), I (hydriodic acid), [I-].[Na+] (sodium iodide), C(Cl)Cl (DCM). Solvent: CCOC(=O)C (EtOAc). Conditions: time 2 hour. The product is IC1=NC(=NC(=C1)I)N[C@H](COC)C ((S)-4,6-Diiodo-N-(1-methoxypropan-2-yl)pyrimidin-2-amine). Reaction SMILES: Cl[C:2]1[CH:7]=[C:6](Cl)[N:5]=[C:4]([NH:9][C@@H:10]([CH3:14])[CH2:11][O:12][CH3:13])[N:3]=1.[IH:15].[I-:16].[Na+].C(Cl)Cl>CCOC(C)=O>[I:15][C:2]1[CH:7]=[C:6]([I:16])[N:5]=[C:4]([NH:9][C@@H:10]([CH3:14])[CH2:11][O:12][CH3:13])[N:3]=1 |f:2.3|. Procedure details: A mixture of (S)-4,6-dichloro-N-(1-methoxypropan-2-yl)pyrimidin-2-amine (260 mg, 0.11 mmol, Example 122(a)), hydriodic acid (57 wt. % in water, 40.4 μl, 0.165 mmol, Aldrich), sodium iodide (248 mg, 0.165 mmol) and DCM (5 mL) was stirred at room temperature for 2 h. The reaction mixture was diluted with EtOAc (50 mL), washed with 1N NaOH (2×25 mL) and brine (60 mL), dried over Na2SO4 and filtered. The filtrate was evaporated under reduced pressure and the residue was purified by silica gel column... The reactants are C(C1=CC=CC=C1)OC(CO)CO (2-benzylglycerin), C(CCCCCCC)Br (octyl bromide), [OH-].[K+] (potassium hydroxide), CS(=O)C (DMSO). The solvent is O (water), C1CCOC1 (THF). The product is C(CCCCCCC)OCC(OCC1=CC=CC=C1)COCCCCCCCC (1,3-Dioctyl-2-benzylglycerin). The yield is 76.5%. Reaction SMILES: CS(C)=O.[CH2:5]([O:12][CH:13]([CH2:16][OH:17])[CH2:14][OH:15])[C:6]1[CH:11]=[CH:10][CH:9]=[CH:8][CH:7]=1.[CH2:18](Br)[CH2:19][CH2:20][CH2:21][CH2:22][CH2:23][CH2:24][CH3:25].[OH-].[K+]>O.C1COCC1>[CH2:18]([O:17][CH2:16][CH:13]([CH2:14][O:15][CH2:18][CH2:19][CH2:20][CH2:21][CH2:22][CH2:23][CH2:24][CH3:25])[O:12][CH2:5][C:6]1[CH:11]=[CH:10][CH:9]=[CH:8][CH:7]=1)[CH2:19][CH2:20][CH2:21][CH2:22][CH2:23][CH2:24][CH3:25] |f:3.4|. Reported procedure: In a mixed solution consisting of 50 ml of DMSO and 30 ml of THF were dissolved 3.64 g (20 mmole) of 2-benzylglycerin and 9.26 g (48 mmole) of octyl bromide, and 8.96 g (160 mmole) of powdered potassium hydroxide was added to the solution, followed by vigorous stirring. Two hours later, the reaction solution was poured in cold water, and the mixture was extracted with n-hexane. The extract was washed with water, dried and concentrated, followed by purification by silica-gel chromatography (eluen... Reactants: C(#N)C=1C(=C(SC1C)NC(=O)OCC)S(=O)(=O)N (4-cyano-2-ethoxycarbonylamino-5-methyl-thiophene-3-sulfonamide), C([O-])([O-])=O.[K+].[K+] (potassium carbonate), C(C)(C)N=C=S (isopropyl isothiocyanate). The solvent is CC(=O)C (acetone). Reaction conditions: temperature 55 celsius. Yields the product C(#N)C=1C(=C(SC1C)NC(=O)OCC)S(=O)(=O)NC(=S)NC(C)C (N-(4-Cyano-2-ethoxycarbonylamino-5-methyl-3-thienylsulfonyl)-N′-isopropylthiourea). Reaction SMILES: [C:1]([C:3]1[C:4]([S:15]([NH2:18])(=[O:17])=[O:16])=[C:5]([NH:9][C:10]([O:12][CH2:13][CH3:14])=[O:11])[S:6][C:7]=1[CH3:8])#[N:2].C(=O)([O-])[O-].[K+].[K+].[CH:25]([N:28]=[C:29]=[S:30])([CH3:27])[CH3:26]>CC(C)=O>[C:1]([C:3]1[C:4]([S:15]([NH:18][C:29]([NH:28][CH:25]([CH3:27])[CH3:26])=[S:30])(=[O:16])=[O:17])=[C:5]([NH:9][C:10]([O:12][CH2:13][CH3:14])=[O:11])[S:6][C:7]=1[CH3:8])#[N:2] |f:1.2.3|. Procedure details: A mixture of 4-cyano-2-ethoxycarbonylamino-5-methyl-thiophene-3-sulfonamide (0.50 g), potassium carbonate (0.36 g) and isopropyl isothiocyanate (300 μl) in 10 ml of dry acetone was heated at 55° C. for 18 h and then evaporated to dryness. The residue was dissolved in 10 ml of water, and pH was adjusted to 2 by dropwise addition of 1M hydrochloric acid. The precipitate was filtered off, rinsed with a small amount of water and dried to give 0.34 g of the title compound; m.p. 169-171° C. The reactants are C(=O)([O-])[O-].[Na+].[Na+] (Na2CO3), O=C1CCC(CC1)N1C(NC2=C1C=CC=C2)=O (1,3-dihydro-1-(4-oxocyclohexyl)-2H-benzimidazol-2-one), C(C)(C)(C)OC(=O)N1CCNCC1 (tert-butyl-1-piperazinecarboxylate), C(C)(=O)O[BH-](OC(C)=O)OC(C)=O.[Na+] (sodium triacetoxyborohydride). The solvent is C(Cl)(Cl)Cl (chloroform), C(C)(=O)O (acetic acid), ClCCCl (1,2-dichloroethane). Conditions: time 48 hour. The product is C(C)(C)(C)OC(=O)N1CCN(CC1)[C@H]1CC[C@H](CC1)N1C(NC2=C1C=CC=C2)=O (cis-1,3-dihydro-1-{4-[4-(tert-butyloxycarbonyl)piperazin-1-yl]-1-cyclohexyl}-2H-benzimidazol-2-one). Isolated yield 24.3%. RXN SMILES: O=[C:2]1[CH2:7][CH2:6][CH:5]([N:8]2[C:12]3[CH:13]=[CH:14][CH:15]=[CH:16][C:11]=3[NH:10][C:9]2=[O:17])[CH2:4][CH2:3]1.[C:18]([O:22][C:23]([N:25]1[CH2:30][CH2:29][NH:28][CH2:27][CH2:26]1)=[O:24])([CH3:21])([CH3:20])[CH3:19].C(O[BH-](OC(=O)C)OC(=O)C)(=O)C.[Na+].C([O-])([O-])=O.[Na+].[Na+]>C(Cl)(Cl)Cl.C(O)(=O)C.ClCCCl>[C:18]([O:22][C:23]([N:25]1[CH2:30][CH2:29][N:28]([C@@H:2]2[CH2:7][CH2:6][C@H:5]([N:8]3[C:12]4[CH:13]=[CH:14][CH:15]=[CH:16][C:11]=4[NH:10][C:9]3=[O:17])[CH2:4][CH2:3]2)[CH2:27][CH2:26]1)=[O:24])([CH3:21])([CH3:19])[CH3:20] |f:2.3,4.5.6|. Reported procedure: A mixture of 1.5 g of 1,3-dihydro-1-(4-oxocyclohexyl)-2H-benzimidazol-2-one, 1.21 g of tert-butyl-1-piperazinecarboxylate, 20 mL of 1,2-dichloroethane, 0.4 mL of acetic acid and 1.8 g of sodium triacetoxyborohydride was stirred at room temperature for 48 h. The reaction mixture was poured into 500 mL chloroform and 500 mL saturated aqueous Na2CO3 and the layers separated. The aqueous layer was extracted with 2×250 mL of chloroform and the combined organic layers dried over MgSO4 and concentrated... The reactants are CNc1ncnc2ccc([N+](=O)[O-])cc12, CO, O=[N+]([O-])c1ncc2ccccc2n1. Yields the product CNc1ncnc2ccc(N)cc12. As a reaction SMILES: [CH3:1][NH:2][c:3]1[n:4][cH:5][n:6][c:7]2[cH:8][cH:9][c:10]([N+:13]([O-:14])=[O:15])[cH:11][c:12]12.[CH3:29][OH:30].[N+:16]([c:17]1[n:18][cH:19][c:20]2[c:21]([cH:22][cH:23][cH:24][cH:25]2)[n:26]1)([O-:27])=[O:28]>>[CH3:1][NH:2][c:3]1[n:4][cH:5][n:6][c:7]2[cH:8][cH:9][c:10]([NH2:13])[cH:11][c:12]12. Starting materials: BrCCCCCC(F)(F)F (6-bromo-1,1,1-trifluorohexane), C[N+](C)(C)[O-] (trimethylamine oxide). Product: FC(CCCCC=O)(F)F (6,6,6-trifluorohexanal). As a reaction SMILES: Br[CH2:2][CH2:3][CH2:4][CH2:5][CH2:6][C:7]([F:10])([F:9])[F:8].C[N+]([O-:15])(C)C>>[F:8][C:7]([F:10])([F:9])[CH2:6][CH2:5][CH2:4][CH2:3][CH:2]=[O:15]. Procedure details: Commercially available 6-bromo-1,1,1-trifluorohexane (Oakwood) and trimethylamine oxide were processed using the method described in example 137A to afford the title compound. MS (ESI+) m/z 154 (M+NH4—H2O)+. The product is Cl.ClC1=CC=C2CCC(=CC2=C1)CN1CCC2(C(NCN2C2=CC=CC=C2)=O)CC1 (8-[(7-Chloro-3,4-dihydro-2-naphthalenyl)methyl]-1-phenyl-1,3,8-triazaspiro[4.5]decan-4-one, hydrochloride). Reactants: ClC1=CC=C2CCC(=CC2=C1)CN1CCC2(C(NCN2C2=CC=CC=C2)=O)CC1 (8-[(7-Chloro-3,4-dihydro-2-naphthalenyl)methyl]-1-phenyl-1,3,8-triazaspiro[4.5]decan-4-one), Cl (hydrogen chloride). Yield: 160.6%. RXN SMILES: [Cl:1][C:2]1[CH:11]=[C:10]2[C:5]([CH2:6][CH2:7][C:8]([CH2:12][N:13]3[CH2:29][CH2:28][C:16]4([N:20]([C:21]5[CH:26]=[CH:25][CH:24]=[CH:23][CH:22]=5)[CH2:19][NH:18][C:17]4=[O:27])[CH2:15][CH2:14]3)=[CH:9]2)=[CH:4][CH:3]=1.Cl>C(O)C>[ClH:1].[Cl:1][C:2]1[CH:11]=[C:10]2[C:5]([CH2:6][CH2:7][C:8]([CH2:12][N:13]3[CH2:29][CH2:28][C:16]4([N:20]([C:21]5[CH:26]=[CH:25][CH:24]=[CH:23][CH:22]=5)[CH2:19][NH:18][C:17]4=[O:27])[CH2:15][CH2:14]3)=[CH:9]2)=[CH:4][CH:3]=1 |f:3.4|. The solvent is C(C)O (ethanol). Reported procedure: 8-[(7-Chloro-3,4-dihydro-2-naphthalenyl)methyl]-1-phenyl-1,3,8-triazaspiro[4.5]decan-4-one (1.6 g) is dissolved in 100 ml of absolute ethanol and treated with excess ethereal hydrogen chloride to give the crude hydrochloride salt. The crude salt is crystallized from methanol to yield 1.4 g of the title compound, melting point 274°-275° C.